Dataset: the Open Reaction Database (ORD), a public repository of structured organic reaction records. Task: describe an organic reaction: reactants, conditions, products, and yield Starting materials: Cl.Cl.C(C)N(CC(C)N1C2=CC=CC=C2SC=2C=CC(=CC12)C(OC)=N)CC (methyl 10-[(2RS)-1-diethylamino-2-propyl]-2-phenothiazinecarboximidate dihydrochloride), C(CC)N (propylamine), O (water). Run in CO (methanol), CO (methanol). Run at temperature 5 celsius, time 2 hour. Yields the product C(C)N(CC(C)N1C2=CC=CC=C2SC=2C=CC(=CC12)C(=N)NCCC)CC (10-[(2RS)-1-diethylamino-2-propyl]-N-propyl-2-phenothiazinecarboxamidine). RXN SMILES: [CH2:1]([NH2:4])[CH2:2][CH3:3].Cl.Cl.[CH2:7]([N:9]([CH2:31][CH3:32])[CH2:10][CH:11]([N:13]1[C:26]2[CH:25]=[C:24]([C:27](=[NH:30])OC)[CH:23]=[CH:22][C:21]=2[S:20][C:19]2[C:14]1=[CH:15][CH:16]=[CH:17][CH:18]=2)[CH3:12])[CH3:8].O>CO>[CH2:7]([N:9]([CH2:31][CH3:32])[CH2:10][CH:11]([N:13]1[C:26]2[CH:25]=[C:24]([C:27]([NH:4][CH2:1][CH2:2][CH3:3])=[NH:30])[CH:23]=[CH:22][C:21]=2[S:20][C:19]2[C:14]1=[CH:15][CH:16]=[CH:17][CH:18]=2)[CH3:12])[CH3:8] |f:1.2.3|. Procedure details: A solution of propylamine (1.95 cc) in methanol (5 cc) is added dropwise in the course of 5 minutes to a solution, cooled to 0°-5° C., of methyl 10-[(2RS)-1-diethylamino-2-propyl]-2-phenothiazinecarboximidate dihydrochloride (3.49 g) in methanol (21 cc). The mixture is stirred for 2 hours at 5° C. and then concentrated to dryness under reduced pressure (30 mm Hg; 4 kPa) at 50° C. to give a residue which is taken up with distilled water (50 cc). The solution is washed with distilled water (50 cc)...